Dataset: the Open Reaction Database (ORD), a public repository of structured organic reaction records. Task: describe an organic reaction: reactants, conditions, products, and yield Reactants: [Br-], O=C([O-])[O-], C[P+](c1ccccc1)(c1ccccc1)c1ccccc1, O=Cc1ccc(-c2c[nH]nc2C(F)(F)F)cc1SCC(F)(F)F, [K+], [K+], C1COCCO1, O. Product: C=Cc1ccc(-c2c[nH]nc2C(F)(F)F)cc1SCC(F)(F)F. Reaction SMILES: [Br-:36].[C:24](=[O:25])([O-:26])[O-:27].[CH3:37][P+:38]([c:39]1[cH:40][cH:41][cH:42][cH:43][cH:44]1)([c:45]1[cH:46][cH:47][cH:48][cH:49][cH:50]1)[c:51]1[cH:52][cH:53][cH:54][cH:55][cH:56]1.[F:1][C:2]([CH2:3][S:4][c:5]1[c:6]([CH:7]=[O:8])[cH:9][cH:10][c:11](-[c:13]2[c:14]([C:18]([F:19])([F:20])[F:21])[n:15][nH:16][cH:17]2)[cH:12]1)([F:22])[F:23].[K+:28].[K+:29].[O:30]1[CH2:31][CH2:32][O:33][CH2:34][CH2:35]1.[OH2:57]>>[F:1][C:2]([CH2:3][S:4][c:5]1[c:6]([CH:7]=[CH2:24])[cH:9][cH:10][c:11](-[c:13]2[c:14]([C:18]([F:19])([F:20])[F:21])[n:15][nH:16][cH:17]2)[cH:12]1)([F:22])[F:23].